Task: describe an organic reaction: reactants, conditions, products, and yield. Dataset: the Open Reaction Database (ORD), a public repository of structured organic reaction records Reactants: CO, COC(=S)c1ccc(C2CCCCCC2)cc1, Cl, [Na+], [OH-]. Yields the product OC(=S)c1ccc(C2CCCCCC2)cc1. As a reaction SMILES: [CH3:21][OH:22].[CH:1]1([c:8]2[cH:9][cH:10][c:11]([C:12](=[S:13])[O:14][CH3:15])[cH:16][cH:17]2)[CH2:2][CH2:3][CH2:4][CH2:5][CH2:6][CH2:7]1.[ClH:20].[Na+:19].[OH-:18]>>[CH:1]1([c:8]2[cH:9][cH:10][c:11]([C:12](=[S:13])[OH:14])[cH:16][cH:17]2)[CH2:2][CH2:3][CH2:4][CH2:5][CH2:6][CH2:7]1. The reactants are ClC=1C=CC(=C(CBr)C1)I (5-chloro-2-iodobenzyl bromide), C([O-])([O-])=O.[K+].[K+] (potassium carbonate), OC1=C(C=CC=C1)S (2-hydroxythiophenol), C([O-])([O-])=O.[K+].[K+] (potassium carbonate). Reagents/catalysts: [Cu] (copper). Run in CN(C=O)C (dimethylformamide), CN(C=O)C (dimethylformamide). Run at time 1 hour. Product: ClC=1C=CC2=C(CSC3=C(O2)C=CC=C3)C1 (2-chloro-11H-dibenz(b.f)-1,4-oxathiepin). The yield is 45.1%. RXN SMILES: [Cl:1][C:2]1[CH:3]=[CH:4][C:5](I)=[C:6]([CH:9]=1)[CH2:7]Br.C(=O)([O-])[O-].[K+].[K+].[OH:17][C:18]1[CH:23]=[CH:22][CH:21]=[CH:20][C:19]=1[SH:24]>CN(C)C=O.[Cu]>[Cl:1][C:2]1[CH:3]=[CH:4][C:5]2[O:17][C:18]3[CH:23]=[CH:22][CH:21]=[CH:20][C:19]=3[S:24][CH2:7][C:6]=2[CH:9]=1 |f:1.2.3|. Reported procedure: A solution of 125.6 g of 5-chloro-2-iodobenzyl bromide in 500 ml of dimethylformamide is added to a mixture of 640 ml of dimethylformamide, 52.4 g of potassium carbonate and 47.8 g of 2-hydroxythiophenol (R. Leuckart, J.Prakt.Chem. /2/ 41, 192, 1890). Then, the mixture is stirred for 1 hour at room temperature, treated with 57 g. of potassium carbonate and 4.5 g of copper and is refluxed for 6 hours. Dimethylformamide is distilled off under reduced pressure, the residue diluted with water and sh... Reactants: COCC1(c2ccccc2)CCN(C(C)c2ccc(B3OC(C)(C)C(C)(C)O3)cc2)C(=O)O1, Cn1ccc(OS(=O)(=O)C(F)(F)F)cc1=O. Product: COCC1(c2ccccc2)CCN(C(C)c2ccc(-c3ccn(C)c(=O)c3)cc2)C(=O)O1. As a reaction SMILES: [CH3:1][O:2][CH2:3][C:4]1([c:28]2[cH:29][cH:30][cH:31][cH:32][cH:33]2)[CH2:5][CH2:6][N:7]([CH:11]([CH3:12])[c:13]2[cH:14][cH:15][c:16]([B:19]3[O:20][C:21]([CH3:22])([CH3:23])[C:24]([CH3:25])([CH3:26])[O:27]3)[cH:17][cH:18]2)[C:8](=[O:10])[O:9]1.[CH3:34][n:35]1[c:36](=[O:49])[cH:37][c:38]([O:41][S:42]([C:43]([F:44])([F:45])[F:46])(=[O:47])=[O:48])[cH:39][cH:40]1>>[CH3:1][O:2][CH2:3][C:4]1([c:28]2[cH:29][cH:30][cH:31][cH:32][cH:33]2)[CH2:5][CH2:6][N:7]([CH:11]([CH3:12])[c:13]2[cH:14][cH:15][c:16](-[c:38]3[cH:37][c:36](=[O:49])[n:35]([CH3:34])[cH:40][cH:39]3)[cH:17][cH:18]2)[C:8](=[O:10])[O:9]1. Reactants: CN(C(=O)C1C(NC2=CC(=CC=C2C1)N)=O)C (N,N-dimethyl-7-amino-2-oxo-1,2,3,4-tetrahydro-3-quinolinecarboxamide). Solvent: C1CCOC1 (THF), O (water). The product is NC1=CC=C2CC(CNC2=C1)CN(C)C (7-Amino-3-(N,N-dimethylamino)methyl-1,2,3,4-tetrahydroquinoline). Isolated yield 95.9%. Reaction SMILES: [CH3:1][N:2]([CH3:17])[C:3]([CH:5]1[CH2:14][C:13]2[C:8](=[CH:9][C:10]([NH2:15])=[CH:11][CH:12]=2)[NH:7][C:6]1=O)=O>C1COCC1.O>[NH2:15][C:10]1[CH:9]=[C:8]2[C:13]([CH2:14][CH:5]([CH2:3][N:2]([CH3:17])[CH3:1])[CH2:6][NH:7]2)=[CH:12][CH:11]=1. Procedure details: To a suspension of N,N-dimethyl-7-amino-2-oxo-1,2,3,4-tetrahydro-3-quinolinecarboxamide (450 mg) in THF (15 ml) was added Borane-THF complex (1M, 12 ml) under ice-cooling. The reaction mixture was heated under reflux for one hour. The reaction mixture was diluted with water (2 ml) under ice-cooling and concentrated. The residue was dissolved in methanol (12 ml), which was heated under reflux with 6N hydrochloric acid (4 ml) for 3 hours. After cooling, the reaction mixture was made basic and extr... Reactants: BrC1=CC=C(C=C1)[C@H](C)N1C(O[C@@](CC1)(CCCO)C1=CC=C(C=C1)F)=O ((R)-3-((S)-1-(4-bromophenyl)ethyl)-6-(4-fluorophenyl)-6-(3-hydroxypropyl)-1,3-oxazinan-2-one), ClC=1N=NC(=CC1)C (3-chloro-6-methylpyridazine). Yields the product FC1=CC=C(C=C1)[C@]1(CCN(C(O1)=O)[C@@H](C)C1=CC=C(C=C1)C=1N=NC(=CC1)C)CCCO ((R)-6-(4-fluorophenyl)-6-(3-hydroxypropyl)-3-((S)-1-(4-(6-methylpyridazin-3-yl)phenyl)ethyl)-1,3-oxazinan-2-one). Procedure: The title compound was prepared from (R)-3-((S)-1-(4-bromophenyl)ethyl)-6-(4-fluorophenyl)-6-(3-hydroxypropyl)-1,3-oxazinan-2-one following procedures analogous to those described in Example 313 Steps 3 and 4 using 3-chloro-6-methylpyridazine in Step 4. LC-MS Method 2 tR=1.09, m/z=450; 1H NMR (CDCl3) 1.26-1.39 (m, 1H), 1.50 (d, 3H), 1.59-1.70 (m, 1H), 1.81-1.99 (m, 3H), 2.09-2.20 (m, 2H), 2.22-2.34 (m, 1H), 2.71 (s, 3H), 2.90 (m, 1H), 3.50 (t, 2H), 5.67 (m, 1H), 6.90-7.08 (m, 4H), 7.19 (m, 1H), ... Reaction SMILES: Br[C:2]1[CH:7]=[CH:6][C:5]([C@@H:8]([N:10]2[CH2:15][CH2:14][C@@:13]([C:20]3[CH:25]=[CH:24][C:23]([F:26])=[CH:22][CH:21]=3)([CH2:16][CH2:17][CH2:18][OH:19])[O:12][C:11]2=[O:27])[CH3:9])=[CH:4][CH:3]=1.Cl[C:29]1[N:30]=[N:31][C:32]([CH3:35])=[CH:33][CH:34]=1>>[F:26][C:23]1[CH:24]=[CH:25][C:20]([C@:13]2([CH2:16][CH2:17][CH2:18][OH:19])[O:12][C:11](=[O:27])[N:10]([C@H:8]([C:5]3[CH:6]=[CH:7][C:2]([C:29]4[N:30]=[N:31][C:32]([CH3:35])=[CH:33][CH:34]=4)=[CH:3][CH:4]=3)[CH3:9])[CH2:15][CH2:14]2)=[CH:21][CH:22]=1. As a reaction SMILES: [C:1](#[N:2])[c:3]1[cH:4][cH:5][c:6]([NH:9][CH:10]([C:11](=[O:12])[O:13][CH2:14][CH3:15])[c:16]2[cH:17][c:18]([O:29][CH2:30][CH3:31])[cH:19][c:20](-[c:22]3[n:23]([OH:28])[c:24]([CH3:27])[n:25][cH:26]3)[cH:21]2)[cH:7][cH:8]1.[CH3:33][OH:34].[OH2:32]>>[C:1](#[N:2])[c:3]1[cH:4][cH:5][c:6]([NH:9][CH:10]([C:11](=[O:12])[O:13][CH2:14][CH3:15])[c:16]2[cH:17][c:18]([O:29][CH2:30][CH3:31])[cH:19][c:20](-[c:22]3[nH:23][c:24]([CH3:27])[n:25][cH:26]3)[cH:21]2)[cH:7][cH:8]1. Product: CCOC(=O)C(Nc1ccc(C#N)cc1)c1cc(OCC)cc(-c2cnc(C)[nH]2)c1. Reactants: CCOC(=O)C(Nc1ccc(C#N)cc1)c1cc(OCC)cc(-c2cnc(C)n2O)c1, CO, O. Reported procedure: 4-Trifluoromethylaniline (5.84 g), methyl chloroacetate (13.1 g) and sodium bicarbonate (3 g) were treated according to the method of Intermediate 5. The product was purified by FCC eluting with System B (1:3) to give the title compound (5.00 g), t.l.c. (System B, 1:3) Rf 0.32. RXN SMILES: [F:1][C:2]([F:11])([F:10])[C:3]1[CH:9]=[CH:8][C:6]([NH2:7])=[CH:5][CH:4]=1.Cl[CH2:13][C:14]([O:16][CH3:17])=[O:15].C(=O)(O)[O-].[Na+]>>[CH3:17][O:16][C:14](=[O:15])[CH2:13][NH:7][C:6]1[CH:8]=[CH:9][C:3]([C:2]([F:10])([F:11])[F:1])=[CH:4][CH:5]=1 |f:2.3|. Starting materials: FC(C1=CC=C(N)C=C1)(F)F (4-Trifluoromethylaniline), ClCC(=O)OC (methyl chloroacetate), C([O-])(O)=O.[Na+] (sodium bicarbonate), Intermediate 5. The product is COC(CNC1=CC=C(C=C1)C(F)(F)F)=O (N-[4-(Trifluoromethyl)phenyl]glycine methyl ester). Isolated yield 59.2%.